From a dataset of the Open Reaction Database (ORD), a public repository of structured organic reaction records. describe an organic reaction: reactants, conditions, products, and yield The reactants are ClC1=NC=C(C=C1)[N+](=O)[O-] (2-chloro-5-nitropyridine), NC1CN(CCC1)C(=O)OC(C)(C)C (tert-butyl 3-aminopiperidine-1-carboxylate). Yields the product NC=1C=CC(=NC1)NC1CN(CCC1)C(=O)OC(C)(C)C (tert-butyl 3-(5-aminopyridin-2-ylamino)piperidine-1-carboxylate). Yield: 37.2%. Reaction SMILES: Cl[C:2]1[CH:7]=[CH:6][C:5]([N+:8]([O-])=O)=[CH:4][N:3]=1.[NH2:11][CH:12]1[CH2:17][CH2:16][CH2:15][N:14]([C:18]([O:20][C:21]([CH3:24])([CH3:23])[CH3:22])=[O:19])[CH2:13]1>>[NH2:8][C:5]1[CH:6]=[CH:7][C:2]([NH:11][CH:12]2[CH2:17][CH2:16][CH2:15][N:14]([C:18]([O:20][C:21]([CH3:24])([CH3:23])[CH3:22])=[O:19])[CH2:13]2)=[N:3][CH:4]=1. Procedure details: Following General procedure H, 2-chloro-5-nitropyridine (500 mg, 3.1 mmol) was reacted with tert-butyl 3-aminopiperidine-1-carboxylate (695 mg, 3.5 mmol) followed by reduction to afford the desired product (337 mg, 35%) as a purple solid: ESI MS m/z 293 [C15H24N4O2+H]+. Starting materials: COC(CC1=C(NC2=CC(=CC=C12)Cl)C(=O)C1=NC=CC(=C1)Cl)=O (methyl[6-chloro-2-[4-chloropyridine-2-carbonyl]-1H-indol-3-yl]acetate), Cl (hydrochloric acid). Run in C(C)O (ethanol), [OH-].[Na+] (sodium hydroxide). Run at temperature 50 celsius. Yields the product ClC1=CC=C2C(=C(NC2=C1)C(=O)C1=NC=CC(=C1)Cl)CC(=O)O ([6-Chloro-2-(4-chloropyridine-2-carbonyl)-1H-indol-3-yl]acetic Acid). The yield is 93.3%. Reaction SMILES: C[O:2][C:3](=[O:24])[CH2:4][C:5]1[C:13]2[C:8](=[CH:9][C:10]([Cl:14])=[CH:11][CH:12]=2)[NH:7][C:6]=1[C:15]([C:17]1[CH:22]=[C:21]([Cl:23])[CH:20]=[CH:19][N:18]=1)=[O:16].Cl>C(O)C.[OH-].[Na+]>[Cl:14][C:10]1[CH:9]=[C:8]2[C:13]([C:5]([CH2:4][C:3]([OH:24])=[O:2])=[C:6]([C:15]([C:17]3[CH:22]=[C:21]([Cl:23])[CH:20]=[CH:19][N:18]=3)=[O:16])[NH:7]2)=[CH:12][CH:11]=1 |f:3.4|. Reported procedure: A suspension of methyl[6-chloro-2-[4-chloropyridine-2-carbonyl]-1H-indol-3-yl]acetate (Example 33, 195 mg, 0.537 mmol) in ethanol (20 ml) and 2N sodium hydroxide (4 ml) was heated for 1 h at 50° C. After cooling to room temperature, 2N hydrochloric acid (4 ml) was added and the mixture was concentrated. The residue was diluted in ethyl acetate (100 ml), washed with water (50 ml×2), and dried (MgSO4). After removal of solvent, the crystalline residue was recrystallized from ethyl acetate to affor... The reactants are CCOC(C)=O, COc1c(F)c(F)cc(C(N)=O)c1F, [Na+], [OH-], O. The product is COc1c(F)c(F)cc(C(=O)O)c1F. As a reaction SMILES: [CH3:17][CH2:18][O:19][C:20](=[O:21])[CH3:22].[CH3:3][O:4][c:5]1[c:6]([F:16])[c:7]([C:8](=[O:9])[NH2:10])[cH:11][c:12]([F:15])[c:13]1[F:14].[Na+:2].[OH-:1].[OH2:23]>>[CH3:3][O:4][c:5]1[c:6]([F:16])[c:7]([C:8](=[O:9])[OH:19])[cH:11][c:12]([F:15])[c:13]1[F:14].